From a dataset of the Open Reaction Database (ORD), a public repository of structured organic reaction records. describe an organic reaction: reactants, conditions, products, and yield The reactants are FC=1C=C(OCCN2CCCC2)C=CC1I (1-[2-(3-fluoro-4-iodo-phenoxy)-ethyl]-pyrrolidine), ClC1=CC=C(C=C1)C=1C=CC(=NC1)C#C (5-(4-chloro-phenyl)-2-ethynyl-pyridine). RXN SMILES: [F:1][C:2]1[CH:3]=[C:4]([CH:13]=[CH:14][C:15]=1I)[O:5][CH2:6][CH2:7][N:8]1[CH2:12][CH2:11][CH2:10][CH2:9]1.[Cl:17][C:18]1[CH:23]=[CH:22][C:21]([C:24]2[CH:25]=[CH:26][C:27]([C:30]#[CH:31])=[N:28][CH:29]=2)=[CH:20][CH:19]=1>>[Cl:17][C:18]1[CH:19]=[CH:20][C:21]([C:24]2[CH:25]=[CH:26][C:27]([C:30]#[C:31][C:15]3[CH:14]=[CH:13][C:4]([O:5][CH2:6][CH2:7][N:8]4[CH2:12][CH2:11][CH2:10][CH2:9]4)=[CH:3][C:2]=3[F:1])=[N:28][CH:29]=2)=[CH:22][CH:23]=1. Procedure: Prepared according to general working method I from 1-[2-(3-fluoro-4-iodo-phenoxy)-ethyl]-pyrrolidine (500 mg, 0.75 mmol) and 5-(4-chloro-phenyl)-2-ethynyl-pyridine (159 mg, 0.75 mmol). Product: ClC1=CC=C(C=C1)C=1C=CC(=NC1)C#CC1=C(C=C(C=C1)OCCN1CCCC1)F (5-(4-chloro-phenyl)-2-[2-fluoro-4-(2-pyrrolidin-1-yl-ethoxy)-phenylethynyl]-pyridine).